Dataset: the Open Reaction Database (ORD), a public repository of structured organic reaction records. Task: describe an organic reaction: reactants, conditions, products, and yield The reactants are [BH3-]C#N, CO, NCc1ccc(F)cc1, [Na+], O=Cc1ccc(Oc2ccccc2)cc1. Yields the product Fc1ccc(CNCc2ccc(Oc3ccccc3)cc2)cc1. RXN SMILES: [C:25]([BH3-:26])#[N:27].[CH3:29][OH:30].[F:16][c:17]1[cH:18][cH:19][c:20]([CH2:21][NH2:22])[cH:23][cH:24]1.[Na+:28].[O:1]([c:2]1[cH:3][cH:4][cH:5][cH:6][cH:7]1)[c:8]1[cH:9][cH:10][c:11]([CH:12]=[O:13])[cH:14][cH:15]1>>[O:1]([c:2]1[cH:3][cH:4][cH:5][cH:6][cH:7]1)[c:8]1[cH:9][cH:10][c:11]([CH2:12][NH:22][CH2:21][c:20]2[cH:19][cH:18][c:17]([F:16])[cH:24][cH:23]2)[cH:14][cH:15]1. Reactants: CC=1C(=NC=C(C1)C)N1CCN(CC1)C(=O)C1=CC(=C(C=C1)N1C(OC[C@H]1COC(C1=CC=CC=C1)=O)=O)F (benzoic acid (R)-3-{4-[4-(3,5-dimethylpyridin-2-yl)piperazine-1-carbonyl]-2-fluorophenyl}-2-oxooxazolidin-4-ylmethyl ester), [Cl-].[Na+] (sodium chloride), [OH-].[Na+] (sodium hydroxide), Cl (hydrochloric acid). Solvent: C(OC)COC (dimethoxyethane), C(C)(=O)OCC (ethyl acetate). Product: CC=1C(=NC=C(C1)C)N1CCN(CC1)C(=O)C1=CC(=C(C=C1)N1C(OC[C@H]1CO)=O)F ((R)-3-{4-[4-(3,5-dimethylpyridin-2-yl)piperazine-1-carbonyl]-2-fluorophenyl}-4-hydroxymethyloxazolidin-2-one). The yield is 72.8%. Reaction SMILES: [CH3:1][C:2]1[C:3]([N:9]2[CH2:14][CH2:13][N:12]([C:15]([C:17]3[CH:22]=[CH:21][C:20]([N:23]4[C@H:27]([CH2:28][O:29]C(=O)C5C=CC=CC=5)[CH2:26][O:25][C:24]4=[O:38])=[C:19]([F:39])[CH:18]=3)=[O:16])[CH2:11][CH2:10]2)=[N:4][CH:5]=[C:6]([CH3:8])[CH:7]=1.[OH-].[Na+].Cl.[Cl-].[Na+]>C(COC)OC.C(OCC)(=O)C>[CH3:1][C:2]1[C:3]([N:9]2[CH2:10][CH2:11][N:12]([C:15]([C:17]3[CH:22]=[CH:21][C:20]([N:23]4[C@H:27]([CH2:28][OH:29])[CH2:26][O:25][C:24]4=[O:38])=[C:19]([F:39])[CH:18]=3)=[O:16])[CH2:13][CH2:14]2)=[N:4][CH:5]=[C:6]([CH3:8])[CH:7]=1 |f:1.2,4.5|. Reported procedure: benzoic acid (R)-3-{4-[4-(3,5-dimethylpyridin-2-yl)piperazine-1-carbonyl]-2-fluorophenyl}-2-oxooxazolidin-4-ylmethyl ester (309 mg) described in Example 125 was dissolved in dimethoxyethane, 4N aqueous sodium hydroxide solution was added and the mixture was stirred at room temperature. Under ice-cooling, the mixture was neutralized with 1N hydrochloric acid, ethyl acetate and sodium chloride were added and the mixture was extracted with ethyl acetate. The ethyl acetate layer was washed once with... Reactants: Cl, COC(=O)c1ccc(-c2nc(-c3ccc(C(F)(F)F)cc3)no2)c([N+](=O)[O-])c1, [Na+], C1CCOC1, [OH-]. The product is O=C(O)c1ccc(-c2nc(-c3ccc(C(F)(F)F)cc3)no2)c([N+](=O)[O-])c1. Reaction SMILES: [ClH:31].[N+:1](=[O:2])([O-:3])[c:4]1[cH:5][c:6]([C:7](=[O:8])[O:9][CH3:10])[cH:11][cH:12][c:13]1-[c:14]1[n:15][c:16](-[c:19]2[cH:20][cH:21][c:22]([C:25]([F:26])([F:27])[F:28])[cH:23][cH:24]2)[n:17][o:18]1.[Na+:30].[O:32]1[CH2:33][CH2:34][CH2:35][CH2:36]1.[OH-:29]>>[N+:1](=[O:2])([O-:3])[c:4]1[cH:5][c:6]([C:7](=[O:8])[OH:9])[cH:11][cH:12][c:13]1-[c:14]1[n:15][c:16](-[c:19]2[cH:20][cH:21][c:22]([C:25]([F:26])([F:27])[F:28])[cH:23][cH:24]2)[n:17][o:18]1. The reactants are C(C1=CC=CC=C1)OC1=CC=C(C=C1)NC1=CC(=NC=N1)OC1=C(C=C(C=C1)NC(CC(=O)NC1=CC=C(C=C1)F)=O)F (N1-(4-(6-(4-(Benzyloxy)phenylamino)pyrimidin-4-yloxy)-3-fluorophenyl)-N3-(4-fluorophenyl)malonamide), C(C1=CC=CC=C1)OC1=CC=C(C=C1)NC1=CC(=NC=N1)OC1=C(C=C(C=C1)NC(CC(=O)NC1=CC=C(C=C1)F)=O)F (N1-(4-(6-(4-(Benzyloxy)phenylamino)pyrimidin-4-yloxy)-3-fluorophenyl)-N3-(4-fluorophenyl)malonamide), O=C1N(C=CC=C1C(=O)O)C1=CC=CC=C1 (2-oxo-1-phenyl-1,2-dihydropyridine-3-carboxylic acid), C=1C=CC2=C(C1)N=NN2O (HOBt), CCN=C=NCCCN(C)C.Cl (EDCI.HCl). Solvent: CN(C)C=O (DMF). Conditions: time 8 hour. Product: NC1=NC=CC(=C1)OC1=C(C=C(C=C1)NC(=O)C=1C(N(C=CC1)C1=CC=CC=C1)=O)F (N-(4-(2-Aminopyridin-4-yloxy)-3-fluorophenyl)-2-oxo-1-phenyl-1,2-dihydropyridine-3-carboxamide). The yield is 45.2%. As a reaction SMILES: [O:1]=[C:2]1[C:7]([C:8]([OH:10])=O)=[CH:6][CH:5]=[CH:4][N:3]1[C:11]1[CH:16]=[CH:15][CH:14]=[CH:13][CH:12]=1.C1C=CC2N(O)N=NC=2C=1.CCN=C=NCCCN(C)C.Cl.C(OC1C=[CH:51][C:50]([NH:53][C:54]2[N:59]=CN=[C:56]([O:60][C:61]3[CH:66]=[CH:65][C:64]([NH:67]C(=O)CC(NC4C=CC(F)=CC=4)=O)=[CH:63][C:62]=3[F:81])[CH:55]=2)=CC=1)C1C=CC=CC=1>CN(C=O)C>[NH2:59][C:54]1[CH:55]=[C:56]([O:60][C:61]2[CH:66]=[CH:65][C:64]([NH:67][C:8]([C:7]3[C:2](=[O:1])[N:3]([C:11]4[CH:16]=[CH:15][CH:14]=[CH:13][CH:12]=4)[CH:4]=[CH:5][CH:6]=3)=[O:10])=[CH:63][C:62]=2[F:81])[CH:51]=[CH:50][N:53]=1 |f:2.3|. Procedure: To a solution of 2-oxo-1-phenyl-1,2-dihydropyridine-3-carboxylic acid (36 mg, 0.17 mmol) and HOBt (18 mg) in DMF (3 mL) at rt was added EDCI.HCl (45 mg, 0.23 mmol) followed by 4-(4-amino-2-fluorophenoxy)pyridine-2-amine (Compound B of Example 24, 36 mg, 0.17 mmol), and the reaction mixture was stirred at rt overnight. Purification of the reaction mixture by preparative HPLC afforded the title compound (32 mg, 36%) as a beige colored solid (TFA salt). 1H NMR (DMSO-d6) δ 13.35 (br s, 1H), 12.11 (s... Reagents/catalysts: [C-]#N.[C-]#N.[Zn+2] (Zn(CN)2), C1=CC=C(C=C1)P([C-]2C=CC=C2)C3=CC=CC=C3.C1=CC=C(C=C1)P([C-]2C=CC=C2)C3=CC=CC=C3.[Fe+2] (dppf), C=1C=CC(=CC1)/C=C/C(=O)/C=C/C2=CC=CC=C2.C=1C=CC(=CC1)/C=C/C(=O)/C=C/C2=CC=CC=C2.C=1C=CC(=CC1)/C=C/C(=O)/C=C/C2=CC=CC=C2.[Pd].[Pd] (Pd2(dba)3). RXN SMILES: Br[C:2]1[CH:37]=[CH:36][CH:35]=[CH:34][C:3]=1[CH2:4][N:5]1[C:10](=[O:11])[C:9]([C:12]([NH:14][CH2:15][C:16]([O:18][C:19]([CH3:22])([CH3:21])[CH3:20])=[O:17])=[O:13])=[C:8]([OH:23])[C:7]2[CH2:24][N:25]([C:27]([C:29]3[N:30]=[CH:31][S:32][CH:33]=3)=[O:28])[CH2:26][C:6]1=2.[CH3:38][N:39](C=O)C>O.[C-]#N.[C-]#N.[Zn+2].C1C=CC(P(C2C=CC=CC=2)[C-]2C=CC=C2)=CC=1.C1C=CC(P(C2C=CC=CC=2)[C-]2C=CC=C2)=CC=1.[Fe+2].C1C=CC(/C=C/C(/C=C/C2C=CC=CC=2)=O)=CC=1.C1C=CC(/C=C/C(/C=C/C2C=CC=CC=2)=O)=CC=1.C1C=CC(/C=C/C(/C=C/C2C=CC=CC=2)=O)=CC=1.[Pd].[Pd]>[C:38]([C:2]1[CH:37]=[CH:36][CH:35]=[CH:34][C:3]=1[CH2:4][N:5]1[C:10](=[O:11])[C:9]([C:12]([NH:14][CH2:15][C:16]([O:18][C:19]([CH3:22])([CH3:21])[CH3:20])=[O:17])=[O:13])=[C:8]([OH:23])[C:7]2[CH2:24][N:25]([C:27]([C:29]3[N:30]=[CH:31][S:32][CH:33]=3)=[O:28])[CH2:26][C:6]1=2)#[N:39] |f:3.4.5,6.7.8,9.10.11.12.13|. Reaction conditions: temperature 110 celsius. The product is C(#N)C1=C(CN2C3=C(C(=C(C2=O)C(=O)NCC(=O)OC(C)(C)C)O)CN(C3)C(=O)C=3N=CSC3)C=CC=C1 (tert-butyl N-{[1-(2-cyanobenzyl)-4-hydroxy-2-oxo-6-(1,3-thiazol-4-ylcarbonyl)-2,5,6,7-tetrahydro-1H-pyrrolo[3,4-b]pyridin-3-yl]carbonyl}glycinate). Procedure: tert-Butyl N-{[1-(2-bromobenzyl)-4-hydroxy-2-oxo-6-(1,3-thiazol-4-ylcarbonyl)-2,5,6,7-tetrahydro-1H-pyrrolo[3,4-b]pyridin-3-yl]carbonyl}glycinate (0.2 g, 0.34 mmol, prepared in similar fashion to Intermediate 5) was dissolved in DMF (4 mL) and water (0.04 mL). Zn(CN)2 (40 mg, 0.34 mmol), dppf (24.8 mg, 0.045 mmol) and Pd2(dba)3 (17 mg, 0.019 mmol) were added and the flask was evacuated and backfilled with nitrogen 3 times. The mixture was heated at 110° C. overnight. The reaction was cooled and ... Run in O (water). Starting materials: BrC1=C(CN2C3=C(C(=C(C2=O)C(=O)NCC(=O)OC(C)(C)C)O)CN(C3)C(=O)C=3N=CSC3)C=CC=C1 (tert-butyl N-{[1-(2-bromobenzyl)-4-hydroxy-2-oxo-6-(1,3-thiazol-4-ylcarbonyl)-2,5,6,7-tetrahydro-1H-pyrrolo[3,4-b]pyridin-3-yl]carbonyl}glycinate), BrC1=C(CN2C3=C(C(=C(C2=O)C(=O)NCC(=O)OC(C)(C)C)O)CN(C3)C(=O)C=3N=CSC3)C=CC=C1 (tert-butyl N-{[1-(2-bromobenzyl)-4-hydroxy-2-oxo-6-(1,3-thiazol-4-ylcarbonyl)-2,5,6,7-tetrahydro-1H-pyrrolo[3,4-b]pyridin-3-yl]carbonyl}glycinate), CN(C)C=O (DMF). Starting materials: C(CCCCC)C1=CC=C(C=C1)C1=CC=CC=C1.C(C1=CC=CC=C1)(=O)OC(C(CC)Br)CCC (p-hexyl biphenyl 3-bromo-4-heptyl benzoate), cuprous cyanide, CN(C=O)C (dimethyl formamide), C(CN)N (ethylene diamine). Run in O (water). The product is C(CCCCC)C1=CC=C(C=C1)C1=CC=CC=C1.C(C1=CC=CC=C1)(=O)OC(C(CC)C#N)CCC (p-hexyl biphenyl 3-cyano-4-heptyl benzoate). Yield: 66.0%. RXN SMILES: [CH2:1]([C:7]1[CH:12]=[CH:11][C:10]([C:13]2[CH:18]=[CH:17][CH:16]=[CH:15][CH:14]=2)=[CH:9][CH:8]=1)[CH2:2][CH2:3][CH2:4][CH2:5][CH3:6].[C:19]([O:27][CH:28]([CH2:33][CH2:34][CH3:35])[CH:29](Br)[CH2:30][CH3:31])(=[O:26])[C:20]1[CH:25]=[CH:24][CH:23]=[CH:22][CH:21]=1.[CH3:36][N:37](C)C=O.C(N)CN>O>[CH2:1]([C:7]1[CH:8]=[CH:9][C:10]([C:13]2[CH:18]=[CH:17][CH:16]=[CH:15][CH:14]=2)=[CH:11][CH:12]=1)[CH2:2][CH2:3][CH2:4][CH2:5][CH3:6].[C:19]([O:27][CH:28]([CH2:33][CH2:34][CH3:35])[CH:29]([C:36]#[N:37])[CH2:30][CH3:31])(=[O:26])[C:20]1[CH:25]=[CH:24][CH:23]=[CH:22][CH:21]=1 |f:0.1,5.6|. Reported procedure: 2.65 g (5.10-3 moles) of p-hexyl biphenyl-3-bromo-4-heptyl benzoate and 0.6 g (6.7×10-3 moles) of cuprous cyanide are introduced into 10 ml of dimethyl formamide. After the solution has been heated under reflux for 7.5 hours, it is cooled and poured into a mixture of 60 ml of deionized water and 5.5 ml of ethylene diamine. After stirring, the solution is extracted with ether. 2.2 g of crude product are obtained, being purified by chromatography on a column of silica, followed by recrystallizatio... Starting materials: ClC1=CC(=C(C=C1)N1C(C=2CCCCC2C1S)=O)F (2-(4-chloro-2-fluorophenyl)-2,3,4,5,6,7-hexahydro-3-mercapto-1H-isoindol-1-one), II (iodine). Run in C(C)O (ethanol). Reaction conditions: time 5 hour. Product: ClC1=CC(=C(C=C1)N1C(C=2CCCCC2C1=O)SSC1N(C(C=2CCCCC12)=O)C1=C(C=C(C=C1)Cl)F)F (Bis-[2-(4-chloro-2-fluorophenyl)-3-oxo-2,3,4,5,6,7-hexahydro-1H-isoindol-1-yl]disulfide). Isolated yield 56.9%. RXN SMILES: [Cl:1][C:2]1[CH:7]=[CH:6][C:5]([N:8]2[CH:16]([SH:17])[C:15]3[CH2:14][CH2:13][CH2:12][CH2:11][C:10]=3[C:9]2=[O:18])=[C:4]([F:19])[CH:3]=1.II>C(O)C>[Cl:1][C:2]1[CH:7]=[CH:6][C:5]([N:8]2[C:9](=[O:18])[C:10]3[CH2:11][CH2:12][CH2:13][CH2:14][C:15]=3[CH:16]2[S:17][S:17][CH:16]2[C:15]3[CH2:14][CH2:13][CH2:12][CH2:11][C:10]=3[C:9](=[O:18])[N:8]2[C:5]2[CH:6]=[CH:7][C:2]([Cl:1])=[CH:3][C:4]=2[F:19])=[C:4]([F:19])[CH:3]=1. Reported procedure: In 20 ml of ethanol was dissolved 3.0 g of 2-(4-chloro-2-fluorophenyl)-2,3,4,5,6,7-hexahydro-3-mercapto-1H-isoindol-1-one and 1.4 g of iodine was added to the solution, followed by stirring at room temperature for 5 hours. Upon cooling, there resulted crystals, which were recovered by filtration, washed with ethanol and dried, thereby producing 1.7 g (yield of 57%) of the subject compound. Recrystallization from acetone yielded white crystals, m.p. 146°-147° C.